This data is from the Open Reaction Database (ORD), a public repository of structured organic reaction records. The task is: describe an organic reaction: reactants, conditions, products, and yield Reactants: C1CCOC1, CO, CCOC(=O)C(CC(F)(F)F)c1cc(Cl)c(OCC2CC2)c(-c2ccc(C(F)(F)F)cc2)c1, [Li+], [OH-], O, O. Yields the product O=C(O)C(CC(F)(F)F)c1cc(Cl)c(OCC2CC2)c(-c2ccc(C(F)(F)F)cc2)c1. RXN SMILES: [CH2:40]1[O:41][CH2:42][CH2:43][CH2:44]1.[CH3:34][OH:35].[Cl:1][c:2]1[cH:3][c:4]([CH:23]([C:24](=[O:25])[O:26][CH2:27][CH3:28])[CH2:29][C:30]([F:31])([F:32])[F:33])[cH:5][c:6](-[c:13]2[cH:14][cH:15][c:16]([C:19]([F:20])([F:21])[F:22])[cH:17][cH:18]2)[c:7]1[O:8][CH2:9][CH:10]1[CH2:11][CH2:12]1.[Li+:38].[OH-:37].[OH2:36].[OH2:39]>>[Cl:1][c:2]1[cH:3][c:4]([CH:23]([C:24](=[O:25])[OH:26])[CH2:29][C:30]([F:31])([F:32])[F:33])[cH:5][c:6](-[c:13]2[cH:14][cH:15][c:16]([C:19]([F:20])([F:21])[F:22])[cH:17][cH:18]2)[c:7]1[O:8][CH2:9][CH:10]1[CH2:11][CH2:12]1. Starting materials: ClC1=C(C(=NO1)C1=CC=CC=C1)C1=CC=CC=C1 (5-chloro-3,4-diphenylisoxazole), C[S-].[Na+] (sodium thiomethoxide). The solvent is O (water), CS(=O)C (DMSO). Run at time 30 hour. The product is CSC1=C(C(=NO1)C1=CC=CC=C1)C1=CC=CC=C1 (5-methylthio-3,4-diphenylisoxazole). Yield: 83.7%. RXN SMILES: Cl[C:2]1[O:6][N:5]=[C:4]([C:7]2[CH:12]=[CH:11][CH:10]=[CH:9][CH:8]=2)[C:3]=1[C:13]1[CH:18]=[CH:17][CH:16]=[CH:15][CH:14]=1.[CH3:19][S-:20].[Na+]>CS(C)=O.O>[CH3:19][S:20][C:2]1[O:6][N:5]=[C:4]([C:7]2[CH:12]=[CH:11][CH:10]=[CH:9][CH:8]=2)[C:3]=1[C:13]1[CH:18]=[CH:17][CH:16]=[CH:15][CH:14]=1 |f:1.2|. Procedure details: To a stirred solution of 5-chloro-3,4-diphenylisoxazole (Step 1) (1.75 g, 6.84 mmol) in DMSO (30 mL) was added sodium thiomethoxide (0.58 g, 8.21 mmol). After stirring for 30 hours at room temperature, the reaction was diluted with water and extracted twice with Et2O . The combined ethereal phases were washed with NaHCO3 saturated solution, KHSO4 solution (0.25N), and brine, dried over MgSO4, filtered and concentrated in vacuo yielding 5-methylthio-3,4-diphenylisoxazole (1.53 g, 84%): mp 83°-86°... The yield is 9.5%. Product: C(#N)C=1C=C(C=CC1)N1C(C(NC=2C3=C(C=CC12)C=CC=C3)=O)=O (4-(3-Cyanophenyl)-1,4-dihydrobenzo[f]quinoxaline-2,3-dione). Procedure details: To an anhydrous tetrahydrofuran (18 mL) solution of 3-(1-amino-2-naphthylamino)benzonitrile (200 mg, 0.771 mmol) was added an anhydrous tetrahydrofuran (2 mL) solution of oxalyl chloride (66 μL, 0.771 mmol) under cooling in an ice-bath. The mixture was stirred under cooling in an ice-bath for 30 minutes and at room temperature for one hour. After addition of methanol (1 mL), the solvent was removed by evaporation under reduced pressure. The mixture was suspended by chloroform, and washed with a ... The solvent is CO (methanol). Reactants: O1CCCC1 (tetrahydrofuran), NC1=C(C=CC2=CC=CC=C12)NC=1C=C(C#N)C=CC1 (3-(1-amino-2-naphthylamino)benzonitrile), O1CCCC1 (tetrahydrofuran), C(C(=O)Cl)(=O)Cl (oxalyl chloride). As a reaction SMILES: O1CCCC1.[NH2:6][C:7]1[C:16]2[C:11](=[CH:12][CH:13]=[CH:14][CH:15]=2)[CH:10]=[CH:9][C:8]=1[NH:17][C:18]1[CH:19]=[C:20]([CH:23]=[CH:24][CH:25]=1)[C:21]#[N:22].[C:26](Cl)(=[O:30])[C:27](Cl)=[O:28]>CO>[C:21]([C:20]1[CH:19]=[C:18]([N:17]2[C:8]3[CH:9]=[CH:10][C:11]4[CH:12]=[CH:13][CH:14]=[CH:15][C:16]=4[C:7]=3[NH:6][C:27](=[O:28])[C:26]2=[O:30])[CH:25]=[CH:24][CH:23]=1)#[N:22]. Starting materials: C(C)(C)(C)OC1=CC=C(C(=O)N[C@@H]2CN(CCC[C@@H]2O)C(=O)OC(C)(C)C)C=C1 (tert-butyl (3R,4S)-3-(4-tert-butoxy-benzoylamino)-4-hydroxy-azepan-1-carboxylate), C(C)(C)(C)OC1=CC=C(C(=O)O)C=C1 (4-(tert-butoxy)-benzoic acid), C1(=CC=CC=C1)P(C1=CC=CC=C1)C1=CC=CC=C1 (triphenylphosphine). The solvent is O1CCCC1 (tetrahydrofuran), O1CCCC1 (tetrahydrofuran). Reaction conditions: temperature 50 celsius, time 4 hour. Product: C(C)(C)(C)OC1=CC=C(C(=O)N[C@@H]2CN(CCC[C@H]2OC(C2=CC=C(C=C2)OC(C)(C)C)=O)C(=O)OC(C)(C)C)C=C1 (tert-butyl (3R,4R)-3-(4-tert-butoxy-benzoylamino]-4-(4-tert-butoxy-benzoyloxy)-azepan-1-carboxylate). The yield is 41.3%. As a reaction SMILES: [C:1]([O:5][C:6]1[CH:29]=[CH:28][C:9]([C:10]([NH:12][C@H:13]2[C@@H:19]([OH:20])[CH2:18][CH2:17][CH2:16][N:15]([C:21]([O:23][C:24]([CH3:27])([CH3:26])[CH3:25])=[O:22])[CH2:14]2)=[O:11])=[CH:8][CH:7]=1)([CH3:4])([CH3:3])[CH3:2].[C:30]([O:34][C:35]1[CH:43]=[CH:42][C:38]([C:39](O)=[O:40])=[CH:37][CH:36]=1)([CH3:33])([CH3:32])[CH3:31].C1(P(C2C=CC=CC=2)C2C=CC=CC=2)C=CC=CC=1>O1CCCC1>[C:1]([O:5][C:6]1[CH:29]=[CH:28][C:9]([C:10]([NH:12][C@H:13]2[C@H:19]([O:20][C:39](=[O:40])[C:38]3[CH:37]=[CH:36][C:35]([O:34][C:30]([CH3:32])([CH3:31])[CH3:33])=[CH:43][CH:42]=3)[CH2:18][CH2:17][CH2:16][N:15]([C:21]([O:23][C:24]([CH3:27])([CH3:26])[CH3:25])=[O:22])[CH2:14]2)=[O:11])=[CH:8][CH:7]=1)([CH3:4])([CH3:2])[CH3:3]. Reported procedure: 262 mg of diethyl azadicarboxylate in 2 ml of tetrahydrofuran were added while stirring to 407 mg of the compound prepared in Example 16, 253 mg of 4-(tert-butoxy)-benzoic acid and 394 g of triphenylphosphine in 8 ml of tetrahydrofuran. After stirring at 50° C. for 4 hours, the solvent was removed under reduced pressure and the residue was taken up in 20 ml of cyclohexane and washed once with 20 ml of water and twice with 10 ml of 70% methanol/water each time. The aqueous-alcoholic phase was ext... Starting materials: COc1ccc(CO)cc1, [Cl-], O=C(O)c1ccnc(Cl)c1, Cl, [H-], [Na+], [Na+], CN(C)C=O, O. Yields the product COc1ccc(COc2cc(C(=O)O)ccn2)cc1. Reaction SMILES: [CH3:3][O:4][c:5]1[cH:6][cH:7][c:8]([CH2:9][OH:10])[cH:11][cH:12]1.[Cl-:24].[Cl:13][c:14]1[cH:15][c:16]([C:17](=[O:18])[OH:19])[cH:20][cH:21][n:22]1.[ClH:25].[H-:1].[Na+:23].[Na+:2].[O:26]=[CH:27][N:28]([CH3:29])[CH3:30].[OH2:31]>>[CH3:3][O:4][c:5]1[cH:6][cH:7][c:8]([CH2:9][O:10][c:14]2[cH:15][c:16]([C:17](=[O:18])[OH:19])[cH:20][cH:21][n:22]2)[cH:11][cH:12]1. Reactants: CC(C)OC(=O)Cl, CC(C)SC(C)(C)C(N)C(=O)O, [Na+], C1COCCO1, [OH-], O. The product is CC(C)OC(=O)NC(C(=O)O)C(C)(C)SC(C)C. As a reaction SMILES: [Cl:21][C:22](=[O:23])[O:24][CH:25]([CH3:26])[CH3:27].[NH2:1][CH:2]([C:3](=[O:4])[OH:5])[C:6]([CH3:7])([CH3:8])[S:9][CH:10]([CH3:11])[CH3:12].[Na+:20].[O:13]1[CH2:14][CH2:15][O:16][CH2:17][CH2:18]1.[OH-:19].[OH2:28]>>[NH:1]([CH:2]([C:3](=[O:4])[OH:5])[C:6]([CH3:7])([CH3:8])[S:9][CH:10]([CH3:11])[CH3:12])[C:22](=[O:23])[O:24][CH:25]([CH3:26])[CH3:27].